The task is: describe an organic reaction: reactants, conditions, products, and yield. This data is from the Open Reaction Database (ORD), a public repository of structured organic reaction records. The reactants are BrC1=C(C=C(C=C1)OC)[N+](=O)[O-] (4-bromo-3-nitroanisole), C(C)C1(CC=C(CC1)B1OC(C(O1)(C)C)(C)C)CC (2-(4,4-diethylcyclohex-1-enyl)-4,4,5,5-tetramethyl-[1,3,2]dioxaborolane), P(=O)([O-])([O-])[O-].[K+].[K+].[K+] (tripotassium phosphate). Reagents/catalysts: C=1C=CC(=CC1)[P](C=2C=CC=CC2)(C=3C=CC=CC3)[Pd]([P](C=4C=CC=CC4)(C=5C=CC=CC5)C=6C=CC=CC6)([P](C=7C=CC=CC7)(C=8C=CC=CC8)C=9C=CC=CC9)[P](C=1C=CC=CC1)(C=1C=CC=CC1)C=1C=CC=CC1 (tetrakis(triphenylphosphine)palladium(0)). The solvent is COCCOC (1,2-dimethoxyethane). The product is C(C)C1(CC=C(CC1)C1=C(C=C(C=C1)OC)[N+](=O)[O-])CC (1-(4,4-Diethylcyclohex-1-enyl)-4-methoxy-2-nitrobenzene). Reaction SMILES: Br[C:2]1[CH:7]=[CH:6][C:5]([O:8][CH3:9])=[CH:4][C:3]=1[N+:10]([O-:12])=[O:11].[CH2:13]([C:15]1([CH2:30][CH3:31])[CH2:20][CH2:19][C:18](B2OC(C)(C)C(C)(C)O2)=[CH:17][CH2:16]1)[CH3:14].P([O-])([O-])([O-])=O.[K+].[K+].[K+]>C1C=CC([P]([Pd]([P](C2C=CC=CC=2)(C2C=CC=CC=2)C2C=CC=CC=2)([P](C2C=CC=CC=2)(C2C=CC=CC=2)C2C=CC=CC=2)[P](C2C=CC=CC=2)(C2C=CC=CC=2)C2C=CC=CC=2)(C2C=CC=CC=2)C2C=CC=CC=2)=CC=1.COCCOC>[CH2:13]([C:15]1([CH2:30][CH3:31])[CH2:20][CH2:19][C:18]([C:2]2[CH:7]=[CH:6][C:5]([O:8][CH3:9])=[CH:4][C:3]=2[N+:10]([O-:12])=[O:11])=[CH:17][CH2:16]1)[CH3:14] |f:2.3.4.5,^1:43,45,64,83|. Procedure details: A mixture of 4-bromo-3-nitroanisole (2 g, 8.62 mmol), 2-(4,4-diethylcyclohex-1-enyl)-4,4,5,5-tetramethyl-[1,3,2]dioxaborolane (2.7 g, 10.3 mmol) prepared in Example (6c), tripotassium phosphate (2.7 g, 13.0 mmol) and 1,2-dimethoxyethane (20 mL) was stirred at room temperature under a nitrogen atmosphere, and then tetrakis(triphenylphosphine)palladium(0) (0.5 g, 0.43 mmol) was added. The mixture was then stirred at an external temperature of 80° C. for 26 hours. Reactants: N1=C(C=CC=C1C)C (2,6-lutidine), C(C)(C)(C)OC(=O)C1=C(SC=2COC(CC21)C(=O)O)N (2-amino-4,7-dihydro-5H-thieno[2,3-c]pyran-3,5-dicarboxylic acid 3-tert-butyl ester), Cl.CN(CCCN=C=NCC)C (1-(3-dimethylaminopropyl)-3-ethylcarbodiimide hydrochloride), NC1=CC=CC=C1 (aniline). The solvent is ClCCl (dichloromethane). Conditions: time 72 hour. Yields the product C(C)(C)(C)OC(=O)C1=C(SC=2COC(CC21)C(NC2=CC=CC=C2)=O)N (2-amino-5-phenylcarbamoyl-4,7-dihydro-5H-thieno[2,3-c]pyran-3-carboxylic acid tert-butyl ester). The yield is 43.9%. Reaction SMILES: [C:1]([O:5][C:6]([C:8]1[C:16]2[CH2:15][CH:14]([C:17]([OH:19])=O)[O:13][CH2:12][C:11]=2[S:10][C:9]=1[NH2:20])=[O:7])([CH3:4])([CH3:3])[CH3:2].Cl.CN(C)CCCN=C=NCC.[NH2:33][C:34]1[CH:39]=[CH:38][CH:37]=[CH:36][CH:35]=1.N1C(C)=CC=CC=1C>ClCCl>[C:1]([O:5][C:6]([C:8]1[C:16]2[CH2:15][CH:14]([C:17](=[O:19])[NH:33][C:34]3[CH:39]=[CH:38][CH:37]=[CH:36][CH:35]=3)[O:13][CH2:12][C:11]=2[S:10][C:9]=1[NH2:20])=[O:7])([CH3:2])([CH3:3])[CH3:4] |f:1.2|. Procedure details: To a solution of the above 2-amino-4,7-dihydro-5H-thieno[2,3-c]pyran-3,5-dicarboxylic acid 3-tert-butyl ester (94 mg, 0.31 mmol) and 1-(3-dimethylaminopropyl)-3-ethylcarbodiimide hydrochloride (72 mg, 0.37 mmol) in distilled dichloromethane (4 ml) under nitrogen was added aniline (32 μl, 0.34 mmol) followed by 2,6-lutidine (0.11 ml, 0.93 mmol). The reaction was stirred for 72 h., concentrated in vacuo and reconstituted in ethyl acetate (30 ml). The organic layer was washed with 1% hydrochloric a... Starting materials: solid, Cl.O1COC2=C1C=CC=C2C2CCN(CC2)CC[C@@H]2CC[C@H](CC2)N (Trans-4-[2-(4-Benzo[1,3]dioxol-4-yl-piperidin-1-yl)-ethyl]-cyclohexylamine hydrochloride), Cl.O1COC2=C1C=CC=C2C2CCN(CC2)CC[C@@H]2CC[C@H](CC2)N (Trans-4-[2-(4-Benzo[1,3]dioxol-4-yl-piperidin-1-yl)-ethyl]-cyclohexylamine hydrochloride), CC1=NC=C(C(=O)O)C=C1 (6-methylnicotinic acid). Yields the product O1COC2=C1C=CC=C2C2CCN(CC2)CC[C@@H]2CC[C@H](CC2)NC(C2=CN=C(C=C2)C)=O (Trans-N-{4-[2-(4-Benzo[1,3]dioxol-4-yl-piperidin-1-yl)-ethyl]-cyclohexyl}-6-methyl-nicotinamide). RXN SMILES: Cl.[O:2]1[C:6]2[CH:7]=[CH:8][CH:9]=[C:10]([CH:11]3[CH2:16][CH2:15][N:14]([CH2:17][CH2:18][C@H:19]4[CH2:24][CH2:23][C@H:22]([NH2:25])[CH2:21][CH2:20]4)[CH2:13][CH2:12]3)[C:5]=2[O:4][CH2:3]1.[CH3:26][C:27]1[CH:35]=[CH:34][C:30]([C:31](O)=[O:32])=[CH:29][N:28]=1>>[O:2]1[C:6]2[CH:7]=[CH:8][CH:9]=[C:10]([CH:11]3[CH2:16][CH2:15][N:14]([CH2:17][CH2:18][C@H:19]4[CH2:20][CH2:21][C@H:22]([NH:25][C:31](=[O:32])[C:30]5[CH:34]=[CH:35][C:27]([CH3:26])=[N:28][CH:29]=5)[CH2:23][CH2:24]4)[CH2:13][CH2:12]3)[C:5]=2[O:4][CH2:3]1 |f:0.1|. Procedure details: The title compound, white solid (22.6 mg, 62.8%), MS (ISP) m/z=450.0 [(M+H)+], was prepared in accordance with the general method of example 1 from Trans-4-[2-(4-Benzo[1,3]dioxol-4-yl-piperidin-1-yl)-ethyl]-cyclohexylamine hydrochloride (intermediate A) (29.4 mg, 0.080 mmol) and 6-methylnicotinic acid The reactants are FC=1C=C(CN2C(C(=C(C=C2)OCC2=CC=C(C=C2)F)I)=O)C=CC1 (1-(3-fluorobenzyl)-4-[(4-fluorobenzyl)oxy]-3-iodopyridin-2(1H)-one), [Li+].[Cl-] (LiCl), C[Sn](C)(C)C (tetramethyltin). The reagents and catalysts are bistriphenylphosphine palladium chloride. Run in CN(C)C=O (DMF). The product is FC=1C=C(CN2C(C(=C(C=C2)OCC2=CC=C(C=C2)F)C)=O)C=CC1 (1-(3-fluorobenzyl)-4-[(4-fluorobenzyl)oxy]-3-methylpyridin-2(1H)-one). Reaction SMILES: [F:1][C:2]1[CH:3]=[C:4]([CH:23]=[CH:24][CH:25]=1)[CH2:5][N:6]1[CH:11]=[CH:10][C:9]([O:12][CH2:13][C:14]2[CH:19]=[CH:18][C:17]([F:20])=[CH:16][CH:15]=2)=[C:8](I)[C:7]1=[O:22].[Li+].[Cl-].[CH3:28][Sn](C)(C)C>CN(C=O)C>[F:1][C:2]1[CH:3]=[C:4]([CH:23]=[CH:24][CH:25]=1)[CH2:5][N:6]1[CH:11]=[CH:10][C:9]([O:12][CH2:13][C:14]2[CH:19]=[CH:18][C:17]([F:20])=[CH:16][CH:15]=2)=[C:8]([CH3:28])[C:7]1=[O:22] |f:1.2|. Procedure details: To a degassed solution of 1-(3-fluorobenzyl)-4-[(4-fluorobenzyl)oxy]-3-iodopyridin-2(1H)-one (0.804 g, .7 mmol) in DMF (10 mL) and LiCl (0.25 g, .9 mmol) was added tetramethyltin (0.49 mL, 3.54 mmol) followed by bistriphenylphosphine-palladium chloride catalyst (0.124 g, 0.177 mmol). The reaction mixture was heated in an oil bath (85°-90° C.) under nitrogen for 3 hours. The solvent was concentrated and the residue was diluted with ethyl acetate and washed with water. The organic extracts were dr...